From a dataset of the Open Reaction Database (ORD), a public repository of structured organic reaction records. describe an organic reaction: reactants, conditions, products, and yield Starting materials: C(=O)(O)[O-].[Na+] (NaHCO3), NC1=CC=C(C=N1)C1=CC=C(C=C1)C=1N(C(C2=C(N1)N(N=C2)C2=CC=CC=C2)=O)C2=CC=C(C=C2)Cl (6-[4-(6-amino-pyridin-3-yl)-phenyl]-5-(4-chloro-phenyl)-1-phenyl-1,5-dihydro-pyrazolo[3,4-d]pyrimidin-4-one), N(=O)[O-].[Na+] (NaNO2). The reagents and catalysts are OS(=O)(=O)O (H2SO4). Solvent: C(C)#N (acetonitrile), O (H2O). Run at temperature 100 celsius. The product is ClC1=CC=C(C=C1)N1C(=NC2=C(C1=O)C=NN2C2=CC=CC=C2)C2=CC=C(C=C2)C2=CNC(C=C2)=O (5-(4-chloro-phenyl)-6-[4-(6-oxo-1,6-dihydro-pyridin-3-yl)-phenyl]-1-phenyl-1,5-dihydro-pyrazolo[3,4-d]pyrimidin-4-one). Reaction SMILES: N[C:2]1[N:7]=[CH:6][C:5]([C:8]2[CH:13]=[CH:12][C:11]([C:14]3[N:15]([C:30]4[CH:35]=[CH:34][C:33]([Cl:36])=[CH:32][CH:31]=4)[C:16](=[O:29])[C:17]4[CH:22]=[N:21][N:20]([C:23]5[CH:28]=[CH:27][CH:26]=[CH:25][CH:24]=5)[C:18]=4[N:19]=3)=[CH:10][CH:9]=2)=[CH:4][CH:3]=1.N([O-])=[O:38].[Na+].C([O-])(O)=O.[Na+]>C(#N)C.O.OS(O)(=O)=O>[Cl:36][C:33]1[CH:32]=[CH:31][C:30]([N:15]2[C:16](=[O:29])[C:17]3[CH:22]=[N:21][N:20]([C:23]4[CH:28]=[CH:27][CH:26]=[CH:25][CH:24]=4)[C:18]=3[N:19]=[C:14]2[C:11]2[CH:12]=[CH:13][C:8]([C:5]3[CH:4]=[CH:3][C:2](=[O:38])[NH:7][CH:6]=3)=[CH:9][CH:10]=2)=[CH:35][CH:34]=1 |f:1.2,3.4|. Reported procedure: To a solution of 6-[4-(6-amino-pyridin-3-yl)-phenyl]-5-(4-chloro-phenyl)-1-phenyl-1,5-dihydro-pyrazolo[3,4-d]pyrimidin-4-one (28.1 mg, 0.057 mmol) in acetonitrile (0.5 mL) is added a solution of NaNO2 (5.4 mg, 0.078 mmol) in H2O (0.5 mL) at 0° C., followed by addition of one drop of concentrated H2SO4. The reaction mixture is then heated at 100° C. for 30 minutes, cooled down to 0° C., neutralized by saturated NaHCO3 to pH= 4-5, and extracted with ethyl acetate. The organic layer is concentrated... The reactants are OC1=C(CN2CCN(CC2)C(=S)SC)C=CC(=C1O)O (methyl 4-(2,3,4-trihydroxybenzyl)-1-piperazinecarbodithioate), ice, C(C)(=O)OC(C)=O (acetic anhydride). The solvent is C(Cl)(Cl)Cl (chloroform). Conditions: time 1 hour. Product: C(C)(=O)OC1=C(CN2CCN(CC2)C(=S)SC)C=CC(=C1OC(C)=O)OC(C)=O (Methyl 4-(2,3,4-triacetoxybenzyl)-1-piperazinecarbodithioate). Isolated yield 69.7%. RXN SMILES: [OH:1][C:2]1[C:18]([OH:19])=[C:17]([OH:20])[CH:16]=[CH:15][C:3]=1[CH2:4][N:5]1[CH2:10][CH2:9][N:8]([C:11]([S:13][CH3:14])=[S:12])[CH2:7][CH2:6]1.C(O[C:25](=[O:27])[CH3:26])(=O)C>C(Cl)(Cl)Cl>[C:2]([O:1][C:2]1[C:18]([O:19][C:18](=[O:19])[CH3:17])=[C:17]([O:20][C:25](=[O:27])[CH3:26])[CH:16]=[CH:15][C:3]=1[CH2:4][N:5]1[CH2:6][CH2:7][N:8]([C:11]([S:13][CH3:14])=[S:12])[CH2:9][CH2:10]1)(=[O:1])[CH3:3]. Reported procedure: In 520 ml of chloroform was suspended 50 g of methyl 4-(2,3,4-trihydroxybenzyl)-1-piperazinecarbodithioate, and to the suspension was dropwise added under chilling with ice 97.3 g of acetic anhydride over a period of 15 min. The mixture was then stirred for one hour. The reaction mixture was washed successively with water and a saturated aqueous sodium chloride solution, and dried over anhydrous sodium sulfate. The sodium sulfate was removed by filtration, and the filtrate was concentrated under... Starting materials: CCNC, CCO, OC(CBr)C(c1ccccc1)c1ccccc1. The product is CCN(C)CC(O)C(c1ccccc1)c1ccccc1. RXN SMILES: [CH3:1][NH:2][CH2:3][CH3:4].[CH3:22][CH2:23][OH:24].[c:5]1([CH:11]([CH:12]([CH2:13][Br:14])[OH:15])[c:16]2[cH:17][cH:18][cH:19][cH:20][cH:21]2)[cH:6][cH:7][cH:8][cH:9][cH:10]1>>[CH3:1][N:2]([CH2:3][CH3:4])[CH2:13][CH:12]([CH:11]([c:5]1[cH:6][cH:7][cH:8][cH:9][cH:10]1)[c:16]1[cH:17][cH:18][cH:19][cH:20][cH:21]1)[OH:15]. Reaction SMILES: [C:40]([c:41]1[cH:42][cH:43][cH:44][cH:45][cH:46]1)(=[O:47])[NH:48][c:49]1[n:50][c:51](=[O:55])[nH:52][cH:53][cH:54]1.[Cl:85][CH2:86][Cl:87].[K+:56].[K+:57].[O-:58][C:59]([O-:60])=[O:61].[O:62]1[CH2:63][CH2:64][O:65][CH2:66][CH2:67][O:68][CH2:69][CH2:70][O:71][CH2:72][CH2:73][O:74][CH2:75][CH2:76][O:77][CH2:78][CH2:79]1.[O:80]=[CH:81][N:82]([CH3:83])[CH3:84].[c:1]1([CH:7]([c:8]2[cH:9][cH:10][cH:11][cH:12][cH:13]2)[O:14][C:15]([CH:16]2[N:17]([C:32](=[O:33])[O:34][C:35]([CH3:36])([CH3:37])[CH3:38])[CH2:18][CH:19]([O:21][S:22]([c:23]3[cH:24][cH:25][c:26]([CH3:27])[cH:28][cH:29]3)(=[O:30])=[O:31])[CH2:20]2)=[O:39])[cH:2][cH:3][cH:4][cH:5][cH:6]1>>[c:1]1([CH:7]([c:8]2[cH:9][cH:10][cH:11][cH:12][cH:13]2)[O:14][C:15]([CH:16]2[N:17]([C:32](=[O:33])[O:34][C:35]([CH3:36])([CH3:37])[CH3:38])[CH2:18][CH:19]([n:52]3[c:51](=[O:55])[n:50][c:49]([NH:48][C:40]([c:41]4[cH:42][cH:43][cH:44][cH:45][cH:46]4)=[O:47])[cH:54][cH:53]3)[CH2:20]2)=[O:39])[cH:2][cH:3][cH:4][cH:5][cH:6]1. The product is CC(C)(C)OC(=O)N1CC(n2ccc(NC(=O)c3ccccc3)nc2=O)CC1C(=O)OC(c1ccccc1)c1ccccc1. Reactants: O=C(Nc1cc[nH]c(=O)n1)c1ccccc1, ClCCl, [K+], [K+], O=C([O-])[O-], C1COCCOCCOCCOCCOCCO1, CN(C)C=O, Cc1ccc(S(=O)(=O)OC2CC(C(=O)OC(c3ccccc3)c3ccccc3)N(C(=O)OC(C)(C)C)C2)cc1. Conditions: time 5 hour. The reactants are Cl.Cl.CC1=NC(=NN1)CCN (2-(5-methyl-1,2,4-triazol-3-yl)ethanamine dihydrochloride), [OH-].[Na+] (sodium hydroxide), ClC(=O)OCC (ethyl chloroformate), C(=S)=S (carbon disulfide). The solvent is O (water), C(C)(=O)O (acetic acid), C(C)O (ethanol). RXN SMILES: Cl.Cl.[CH3:3][C:4]1[NH:8][N:7]=[C:6]([CH2:9][CH2:10][NH2:11])[N:5]=1.[OH-].[Na+].[C:14](=S)=[S:15].ClC(OCC)=O>O.C(O)C.C(O)(=O)C>[CH3:3][C:4]1[N:5]=[C:6]2[N:7]([C:14](=[S:15])[NH:11][CH2:10][CH2:9]2)[N:8]=1 |f:0.1.2,3.4|. Yields the product CC1=NN2C(NCCC2=N1)=S (2-Methyl-7,8-dihydro[1,2,4]triazolo[1,5-c]pyrimidine-5(6H)-thione). Procedure: A solution of 1.99 g (10 mmol) of 2-(5-methyl-1,2,4-triazol-3-yl)ethanamine dihydrochloride in a mixture of 13 mL of water and 7 mL (35 mmol) of 5N sodium hydroxide aqueous solution was stirred under nitrogen at room temperature as a solution of 5.4 mL of carbon disulfide in 30 mL of dry ethanol was added dropwise over about 30 minutes. After 5 h, the excess carbon disulfide was removed by rotary evaporation. The resulting solution was stirred under nitrogen at room temperature as 1.08 mL (1.23 ... Reactants: C1(=CC=CC2=CC=CC=C12)C(=O)CN1N=CN=C1 ((1, 2, 4-triazol-1-yl)-methyl 1-naphthyl ketone), [OH-].[Na+] (sodium hydroxide), BrCCBr (1, 2-dibromoethane). The reagents and catalysts are [Cl-].C(C1=CC=CC=C1)[N+](CC)(CC)CC (benzyltriethyl-ammonium chloride). Solvent: ClC(C)Cl (dichloroethane), O (water). The product is N1(N=CN=C1)C1(CC1)C(=O)C1=CC=CC2=CC=CC=C12 (1-Naphthyl 1-(1, 2, 4-triazol-1-yl)cyclopropyl ketone). Reaction SMILES: [C:1]1([C:11]([CH2:13][N:14]2[CH:18]=[N:17][CH:16]=[N:15]2)=[O:12])[C:10]2[C:5](=[CH:6][CH:7]=[CH:8][CH:9]=2)[CH:4]=[CH:3][CH:2]=1.[OH-].[Na+].Br[CH2:22][CH2:23]Br>ClC(Cl)C.[Cl-].C([N+](CC)(CC)CC)C1C=CC=CC=1.O>[N:14]1([C:13]2([C:11]([C:1]3[C:10]4[C:5](=[CH:6][CH:7]=[CH:8][CH:9]=4)[CH:4]=[CH:3][CH:2]=3)=[O:12])[CH2:23][CH2:22]2)[CH:18]=[N:17][CH:16]=[N:15]1 |f:1.2,5.6|. Reported procedure: 20.7 g (0.1 mol) of (1, 2, 4-triazol-1-yl)-methyl 1-naphthyl ketone in 100 ml of dichloroethane, 0.3 g of benzyltriethyl-ammonium chloride and 27 ml of 50% strength sodium hydroxide solution were placed in a reaction flask, and, under reflux, 20.7 g (0.11 mol) of 1, 2-dibromoethane were added dropwise over 15 minutes. The mixture was refluxed for a further 5 hours, cooled, diluted with water and extracted with di-chloroethane. After drying and removing the solvent, 10.6 g (45% of theory) of the ... Reactants: [OH-].[K+] (KOH), FC1=C(OC2=CC(=C3C=NNC3=C2)OCC(CO)O)C=CC(=C1)F (3-[6-(2,4-Difluoro-phenoxy)-1H-indazol-4-yloxy]-propane-1,2-diol), II (iodine). Solvent: CN(C)C=O (DMF). Conditions: time 10 minute. Yields the product FC1=C(OC2=CC(=C3C(=NNC3=C2)I)OCC(CO)O)C=CC(=C1)F (3-[6-(2,4-difluoro-phenoxy)-3-iodo-1H-indazol-4-yloxy]-propane-1,2-diol). Yield: 65.9%. RXN SMILES: [F:1][C:2]1[CH:23]=[C:22]([F:24])[CH:21]=[CH:20][C:3]=1[O:4][C:5]1[CH:13]=[C:12]2[C:8]([CH:9]=[N:10][NH:11]2)=[C:7]([O:14][CH2:15][CH:16]([OH:19])[CH2:17][OH:18])[CH:6]=1.[OH-].[K+].[I:27]I>CN(C=O)C>[F:1][C:2]1[CH:23]=[C:22]([F:24])[CH:21]=[CH:20][C:3]=1[O:4][C:5]1[CH:13]=[C:12]2[C:8]([C:9]([I:27])=[N:10][NH:11]2)=[C:7]([O:14][CH2:15][CH:16]([OH:19])[CH2:17][OH:18])[CH:6]=1 |f:1.2|. Procedure details: 3-[6-(2,4-Difluoro-phenoxy)-1H-indazol-4-yloxy]-propane-1,2-diol (0.45 g, 1.34 mmol) was dissolved in 5 mL of dry DMF, and powdered KOH (0.288 g, 5.1 mmol) was added. The reaction mixture was stirred under nitrogen for 10 minutes at room temperature, and iodine (0.536 g, 2.11 mmol) was added in two portions. The reaction mixture was stirred for 90 minutes. The reaction mixture was partitioned between EtOAc and 5% aqueous sodium bisulfite solution, and the organic layer was separated, dried (MgSO...